Dataset: the Open Reaction Database (ORD), a public repository of structured organic reaction records. Task: describe an organic reaction: reactants, conditions, products, and yield The reactants are FC1=CC=C(C=C1)C(=C(CBr)N1N=NN=C1)C1=CC=C(C=C1)F (3,3-bis(4-fluorophenyl)-1-bromo-2-(tetrazol-1-yl)-2-propene), COP(OC)OC (trimethylphosphite). The product is FC1=CC=C(C=C1)C(=C(CP(OC)(OC)=O)N1N=NN=C1)C1=CC=C(C=C1)F (Dimethyl [3,3-bis(4-fluorophenyl)-2-(1H-tetrazol-1-Yl)-2-propen-1-yl]phosphonate). Yield: 83.2%. RXN SMILES: [F:1][C:2]1[CH:7]=[CH:6][C:5]([C:8]([C:17]2[CH:22]=[CH:21][C:20]([F:23])=[CH:19][CH:18]=2)=[C:9]([N:12]2[CH:16]=[N:15][N:14]=[N:13]2)[CH2:10]Br)=[CH:4][CH:3]=1.[CH3:24][O:25][P:26]([O:29]C)[O:27][CH3:28]>>[F:1][C:2]1[CH:7]=[CH:6][C:5]([C:8]([C:17]2[CH:22]=[CH:21][C:20]([F:23])=[CH:19][CH:18]=2)=[C:9]([N:12]2[CH:16]=[N:15][N:14]=[N:13]2)[CH2:10][P:26](=[O:29])([O:27][CH3:28])[O:25][CH3:24])=[CH:4][CH:3]=1. Procedure: A suspension of 3,3-bis(4-fluorophenyl)-1-bromo-2-(tetrazol-1-yl)-2-propene (108 mg, 0.29 mmol) and trimethylphosphite (4 mL, 34 mmol) was heated to reflux under an inert atmosphere for five minutes. After cooling to room temperature, excess trimethylphosphite was evaporated under reduced pressure to give a pale crystalline material. The crude product was crystallized from a 10:1 mixture of hexanes: ethyl acetate to give 98 mg (83%) of the title compound as rhombic, colorless crystals; m.p.=132.... Solvent: CO (methanol). The yield is 96.0%. Reported procedure: To a solution of 4-benzyl-5-isopropyl-1-propionyl-3-(2,3,4,6-tetra-O-pivaloyl-β-D-glucopyranosyloxy)-1H-pyrazole (3.00 g) in methanol (30 mL) was added sodium bicarbonate (0.654 g) under stirring at room temperature. The reaction mixture was stirred at room temperature for 17 hours. After confirming the completion of the reaction, water was added to the mixture to precipitate the crystals. The crystals were collected by filtration. The obtained crystals were washed with water and dried under red... Product: C(C1=CC=CC=C1)C=1C(=NNC1C(C)C)O[C@H]1[C@H](OC(C(C)(C)C)=O)[C@@H](OC(C(C)(C)C)=O)[C@H](OC(C(C)(C)C)=O)[C@H](O1)COC(C(C)(C)C)=O (4-benzyl-5-isopropyl-3-(2,3,4,6-tetra-O-pivaloyl-β-D-glucopyranosyl-oxy)-1H-pyrazole). The reactants are C(C1=CC=CC=C1)C=1C(=NN(C1C(C)C)C(CC)=O)O[C@H]1[C@H](OC(C(C)(C)C)=O)[C@@H](OC(C(C)(C)C)=O)[C@H](OC(C(C)(C)C)=O)[C@H](O1)COC(C(C)(C)C)=O (4-benzyl-5-isopropyl-1-propionyl-3-(2,3,4,6-tetra-O-pivaloyl-β-D-glucopyranosyloxy)-1H-pyrazole), C([O-])(O)=O.[Na+] (sodium bicarbonate), O (water). As a reaction SMILES: [CH2:1]([C:8]1[C:9]([O:20][C@@H:21]2[O:47][C@H:46]([CH2:48][O:49][C:50](=[O:55])[C:51]([CH3:54])([CH3:53])[CH3:52])[C@@H:38]([O:39][C:40](=[O:45])[C:41]([CH3:44])([CH3:43])[CH3:42])[C@H:30]([O:31][C:32](=[O:37])[C:33]([CH3:36])([CH3:35])[CH3:34])[C@H:22]2[O:23][C:24](=[O:29])[C:25]([CH3:28])([CH3:27])[CH3:26])=[N:10][N:11](C(=O)CC)[C:12]=1[CH:13]([CH3:15])[CH3:14])[C:2]1[CH:7]=[CH:6][CH:5]=[CH:4][CH:3]=1.C(=O)(O)[O-].[Na+].O>CO>[CH2:1]([C:8]1[C:9]([O:20][C@@H:21]2[O:47][C@H:46]([CH2:48][O:49][C:50](=[O:55])[C:51]([CH3:52])([CH3:54])[CH3:53])[C@@H:38]([O:39][C:40](=[O:45])[C:41]([CH3:44])([CH3:43])[CH3:42])[C@H:30]([O:31][C:32](=[O:37])[C:33]([CH3:34])([CH3:36])[CH3:35])[C@H:22]2[O:23][C:24](=[O:29])[C:25]([CH3:28])([CH3:26])[CH3:27])=[N:10][NH:11][C:12]=1[CH:13]([CH3:15])[CH3:14])[C:2]1[CH:7]=[CH:6][CH:5]=[CH:4][CH:3]=1 |f:1.2|.